This data is from the Open Reaction Database (ORD), a public repository of structured organic reaction records. The task is: describe an organic reaction: reactants, conditions, products, and yield Reactants: FC(C(=O)OC(C(F)(F)F)=O)(F)F (Trifluoroacetic anhydride), BrC=1C=C2C=CNC2=CC1 (5-bromoindole), Cl (hydrochloric acid), aqueous solution, [OH-].[Na+] (sodium hydroxide). Solvent: O (water), CN(C=O)C (N,N-dimethylformamide). Conditions: time 3 hour. Product: C(C)OC(=O)C1=CNC2=CC=C(C=C12)Br (5-bromo-1H-indole-3-carboxylic acid ethyl ester). Reaction SMILES: F[C:2](F)(F)[C:3]([O:5][C:6](=O)[C:7](F)(F)F)=[O:4].[Br:14][C:15]1[CH:16]=[C:17]2[C:21](=[CH:22][CH:23]=1)[NH:20][CH:19]=C2.Cl.[OH-].[Na+]>CN(C)C=O.O>[CH2:6]([O:5][C:3]([C:2]1[C:17]2[C:21](=[CH:22][CH:23]=[C:15]([Br:14])[CH:16]=2)[NH:20][CH:19]=1)=[O:4])[CH3:7] |f:3.4|. Reported procedure: Trifluoroacetic anhydride (8.5 ml) was added to a solution of 5-bromoindole (10.0 g) in N,N-dimethylformamide (50 ml) at 0° C., and stirred at the same temperature for three hours. After completion of the reaction, water was added to the reaction solution and the precipitated crystalline was collected by filtration. Water (250 ml) and sodium hydroxide (50 g) were added to a solution of the resulting residue in ethanol (50 ml) and the mixture was stirred at 120° C. for eight hours. After completi... Reactants: C(#N)C1=C(C=C(C=C1F)OC)F (4-cyano-3,5-difluoroanisole), C(C)OCC (diethyl ether), [H-].[Na+] (Sodium hydride), C(C(F)(F)F)O (trifluoroethanol). The solvent is O1CCCC1 (tetrahydrofuran), CN(C=O)C (dimethylformamide). Run at time 90 minute. The product is C(#N)C1=C(C=C(C=C1OCC(F)(F)F)OC)F (4-Cyano-3-fluoro-5-(2,2,2-trifluoroethoxy)anisole). Yield: 64.2%. RXN SMILES: [H-].[Na+].[CH2:3]([OH:8])[C:4]([F:7])([F:6])[F:5].[C:9]([C:11]1[C:16]([F:17])=[CH:15][C:14]([O:18][CH3:19])=[CH:13][C:12]=1F)#[N:10].C(OCC)C>CN(C)C=O.O1CCCC1>[C:9]([C:11]1[C:12]([O:8][CH2:3][C:4]([F:7])([F:6])[F:5])=[CH:13][C:14]([O:18][CH3:19])=[CH:15][C:16]=1[F:17])#[N:10] |f:0.1|. Procedure details: Sodium hydride (1.6 g, 60%, 0.040 mol) was added to a solution of trifluoroethanol (4.0 g, 0.040 mol) in dimethylformamide (50 ml) and the solution stirred for 90 minutes. This solution was then added to 4-cyano-3,5-difluoroanisole [Grey et al, Mol Cryst Liq Cryst, 172, 165-189 (1989)] (6.30 g, 0.037 mol) in tetrahydrofuran (50 ml) and the reaction stirred at room temperature for 2 hours. The reaction mixture was poured into diethyl ether (250 ml) washed with water (2×150 ml) and then brine (50 ... Starting materials: C(C1=CC=CC=C1)OC(=O)N[C@H]([C@H]1CO1)CC1=CC=CC=C1 (N-benzyloxycarbonyl 3(S)-amino-1,2-(S)-epoxy-4-phenylbutane), C(CC(C)C)N (isoamylamine). Solvent: C(C)(C)O (isopropyl alcohol). The product is C(C1=CC=CC=C1)OC(=O)N[C@H]([C@@H](CNCCC(C)C)O)CC1=CC=CC=C1 (N[3(S)-benzyloxycarbonylamino-2(R)-hydroxy-4-phenylbutyl]N-isoamylamine). Yield: 81.0%. RXN SMILES: [CH2:1]([O:8][C:9]([NH:11][C@@H:12]([CH2:16][C:17]1[CH:22]=[CH:21][CH:20]=[CH:19][CH:18]=1)[C@@H:13]1[O:15][CH2:14]1)=[O:10])[C:2]1[CH:7]=[CH:6][CH:5]=[CH:4][CH:3]=1.[CH2:23]([NH2:28])[CH2:24][CH:25]([CH3:27])[CH3:26]>C(O)(C)C>[CH2:1]([O:8][C:9]([NH:11][C@@H:12]([CH2:16][C:17]1[CH:22]=[CH:21][CH:20]=[CH:19][CH:18]=1)[C@H:13]([OH:15])[CH2:14][NH:28][CH2:23][CH2:24][CH:25]([CH3:27])[CH3:26])=[O:10])[C:2]1[CH:7]=[CH:6][CH:5]=[CH:4][CH:3]=1. Procedure details: Part C. A solution of N-benzyloxycarbonyl 3(S)-amino-1,2-(S)-epoxy-4-phenylbutane (30.1 g, 0.10 mol) and 165 mL of isoamylamine in 150 mL of isopropyl alcohol was heated to reflux for 2.5 hours. The solution was cooled to room temperature, concentrated in vacuo and then recrystallized. The product was isolated by filtration and from ethylacetate/hexane to afford 31.7 g (81%) of N[3(S)-benzyloxycarbonylamino-2(R)-hydroxy-4-phenylbutyl]N-isoamylamine. Starting materials: [BH4-], CCO, N#CC(C#N)=Cc1c(Cl)cc(C(F)(F)F)cc1Cl, [Na+]. Product: N#CC(C#N)Cc1c(Cl)cc(C(F)(F)F)cc1Cl. Reaction SMILES: [BH4-:19].[CH3:21][CH2:22][OH:23].[Cl:1][c:2]1[c:3]([CH:4]=[C:5]([C:6]#[N:7])[C:8]#[N:9])[c:10]([Cl:18])[cH:11][c:12]([C:14]([F:15])([F:16])[F:17])[cH:13]1.[Na+:20]>>[Cl:1][c:2]1[c:3]([CH2:4][CH:5]([C:6]#[N:7])[C:8]#[N:9])[c:10]([Cl:18])[cH:11][c:12]([C:14]([F:15])([F:16])[F:17])[cH:13]1. Starting materials: CC1(OB(OC1(C)C)C=1C=NNC1)C (4-(4,4,5,5-tetramethyl-1,3,2-dioxaborolan-2-yl)-1H-pyrazole), BrCC (bromoethane), C(=O)([O-])[O-].[K+].[K+] (K2CO3). The solvent is CN(C)C=O (DMF), CCOC(=O)C (EtOAc). Reaction conditions: temperature 60 celsius, time 8 hour. Product: C(C)N1N=CC(=C1)B1OC(C(O1)(C)C)(C)C (1-Ethyl-4-(4,4,5,5-tetramethyl-1,3,2-dioxaborolan-2-yl)-1H-pyrazole). The yield is 102.1%. RXN SMILES: [CH3:1][C:2]1([CH3:14])[C:6]([CH3:8])([CH3:7])[O:5][B:4]([C:9]2[CH:10]=[N:11][NH:12][CH:13]=2)[O:3]1.Br[CH2:16][CH3:17].C([O-])([O-])=O.[K+].[K+]>CN(C=O)C.CCOC(C)=O>[CH2:16]([N:12]1[CH:13]=[C:9]([B:4]2[O:5][C:6]([CH3:7])([CH3:8])[C:2]([CH3:14])([CH3:1])[O:3]2)[CH:10]=[N:11]1)[CH3:17] |f:2.3.4|. Procedure details: To a solution of 4-(4,4,5,5-tetramethyl-1,3,2-dioxaborolan-2-yl)-1H-pyrazole (V-1) (3 g, 15 mmol) in DMF (6 mL) were added bromoethane (3.24 g, 30 mmol) and K2CO3 (4.26 g, 30 mmol). The reaction mixture was stirred at 60° C. overnight, then diluted with EtOAc, washed with water and then brine. The organic layer was separated, then dried over Na2SO4, and concentrated to afford the title compound (3.40 g). MS (m/z): 223 (M+1)+. Starting materials: solid, BrC1=CC(=CC=2C=C3N(C12)CCNC3=O)C#N (6-bromo-1-oxo-1,2,3,4-tetrahydro-pyrazino[1,2-a]indole-8-carbonitrile), BrC1=CC(=CC=2C=C3N(C12)CCNC3=O)C#N (6-bromo-1-oxo-1,2,3,4-tetrahydro-pyrazino[1,2-a]indole-8-carbonitrile), CS(=O)(=O)C1=CC=C(C=C1)B(O)O (4-methanesulfonyl-phenylboronic acid). The product is CS(=O)(=O)C1=CC=C(C=C1)C1=CC(=CC=2C=C3N(C12)CCNC3=O)C#N (6-(4-Methylsulfonylphenyl)-1-oxo-3,4-dihydro-2H-pyrazino[1,2-a]indole-8-carbonitrile). Procedure: The title compound, light grey solid (90 mg, 99%), MS (ISP) m/z=366.4 [(M+H)+], mp 329° C., was prepared in accordance with the general method of example 1 from 6-bromo-1-oxo-1,2,3,4-tetrahydro-pyrazino[1,2-a]indole-8-carbonitrile (intermediate 15) (72.5 mg, 0.25 mmol) and commercially available 4-methanesulfonyl-phenylboronic acid (65.0 mg, 0.325 mmol). RXN SMILES: Br[C:2]1[C:10]2[N:9]3[CH2:11][CH2:12][NH:13][C:14](=[O:15])[C:8]3=[CH:7][C:6]=2[CH:5]=[C:4]([C:16]#[N:17])[CH:3]=1.[CH3:18][S:19]([C:22]1[CH:27]=[CH:26][C:25](B(O)O)=[CH:24][CH:23]=1)(=[O:21])=[O:20]>>[CH3:18][S:19]([C:22]1[CH:27]=[CH:26][C:25]([C:2]2[C:10]3[N:9]4[CH2:11][CH2:12][NH:13][C:14](=[O:15])[C:8]4=[CH:7][C:6]=3[CH:5]=[C:4]([C:16]#[N:17])[CH:3]=2)=[CH:24][CH:23]=1)(=[O:21])=[O:20]. Starting materials: ZnSO4.7H2O, C1(=CC=CC=C1)S(=O)(=O)N1CCC(CC1)C(=O)O (N-benzenesulfonylpiperidine-4-carboxylic acid), [Zn] (Zn). Run in O (water), O (water), [OH-].[Na+] (NaOH). Run at temperature 50 celsius, time 0.5 hour. Product: [Zn].C1(=CC=CC=C1)S(=O)(=O)N1CCC(CC1)C(=O)[O-] (Zn N-benzenesulfonylpiperidine-4-carboxylate). As a reaction SMILES: [C:1]1([S:7]([N:10]2[CH2:15][CH2:14][CH:13]([C:16]([OH:18])=[O:17])[CH2:12][CH2:11]2)(=[O:9])=[O:8])[CH:6]=[CH:5][CH:4]=[CH:3][CH:2]=1.[Zn:19]>O.[OH-].[Na+]>[Zn:19].[C:1]1([S:7]([N:10]2[CH2:11][CH2:12][CH:13]([C:16]([O-:18])=[O:17])[CH2:14][CH2:15]2)(=[O:9])=[O:8])[CH:2]=[CH:3][CH:4]=[CH:5][CH:6]=1 |f:3.4,5.6|. Procedure: 12.12 g (0.045M) of N-benzenesulfonylpiperidine-4-carboxylic acid were dissolved in 250 ml of water with the addition of 22.5 ml of 4N NaOH at 50° C. Thereafter, 2.94 g (0.045M) of ZnSO4.7H2O, dissolved in 100 ml of water, was slowly added at 50° C. After the mixture had been stirred for 3 1/2 hours at 50° C., the resulting pH was 7.3. The mixture was then stirred at room temperature, and the product was filtered off under suction, washed and dried. 15.8 g of a product which contained 1.05 moles...